Dataset: the Open Reaction Database (ORD), a public repository of structured organic reaction records. Task: describe an organic reaction: reactants, conditions, products, and yield Starting materials: C(C)(C)(C)OC(=O)NCC1=NC=C(C2=CC(=C(C=C12)OC)OC)CC(=O)O ([1-(tert-Butoxycarbonylamino-methyl)-6,7-dimethoxy-isoquinolin-4-yl]-acetic acid), COC1=CC=C(CN)C=C1 (4-methoxybenzylamine), C(#N)P(OCC)(OCC)=O (diethyl cyanophosphonate), TEA. The product is C(C)(C)(C)OC(NCC1=NC=C(C2=CC(=C(C=C12)OC)OC)CC(NCC1=CC=C(C=C1)OC)=O)=O ({6,7-dimethoxy-4-[(4-methoxy-benzylcarbamoyl)-methyl]-isoquinolin-1-ylmethyl}-carbamic acid tert-butyl ester). Isolated yield 78.6%. Reaction SMILES: [C:1]([O:5][C:6]([NH:8][CH2:9][C:10]1[C:19]2[C:14](=[CH:15][C:16]([O:22][CH3:23])=[C:17]([O:20][CH3:21])[CH:18]=2)[C:13]([CH2:24][C:25](O)=[O:26])=[CH:12][N:11]=1)=[O:7])([CH3:4])([CH3:3])[CH3:2].[CH3:28][O:29][C:30]1[CH:37]=[CH:36][C:33]([CH2:34][NH2:35])=[CH:32][CH:31]=1.C(P(=O)(OCC)OCC)#N>>[C:1]([O:5][C:6](=[O:7])[NH:8][CH2:9][C:10]1[C:19]2[C:14](=[CH:15][C:16]([O:22][CH3:23])=[C:17]([O:20][CH3:21])[CH:18]=2)[C:13]([CH2:24][C:25](=[O:26])[NH:35][CH2:34][C:33]2[CH:36]=[CH:37][C:30]([O:29][CH3:28])=[CH:31][CH:32]=2)=[CH:12][N:11]=1)([CH3:2])([CH3:4])[CH3:3]. Procedure: [1-(tert-Butoxycarbonylamino-methyl)-6,7-dimethoxy-isoquinolin-4-yl]-acetic acid (70 mg, 0.19 mmol) was treated with 4-methoxybenzylamine (31 mg, 0.22 mmol), diethyl cyanophosphonate (36 mg, 0.22 mmol), and TEA (38 mg, 0.37 mmol) according to the procedure described in example 1E to give {6,7-dimethoxy-4-[(4-methoxy-benzylcarbamoyl)-methyl]-isoquinolin-1-ylmethyl}-carbamic acid tert-butyl ester (74 mg, 80.7%). H1-NMR (CDCl3): 8.19 (s, 1H), 7.37 (s, 1H), 7.18 (s, 1H), 6.97 (d, 2H, J=8.8 Hz), 6.73... Reactants: O=C([O-])[O-], CN(C)C=O, COc1cc(OC)nc(Cl)n1, [K+], [K+], O, COC(=O)c1ccc(C)nc1O. Yields the product COC(=O)c1ccc(C)nc1Oc1nc(OC)cc(OC)n1. Reaction SMILES: [C:13](=[O:14])([O-:15])[O-:16].[CH3:30][N:31]([CH3:32])[CH:33]=[O:34].[Cl:19][c:20]1[n:21][c:22]([O:28][CH3:29])[cH:23][c:24]([O:26][CH3:27])[n:25]1.[K+:17].[K+:18].[OH2:35].[OH:1][c:2]1[c:3]([C:4](=[O:5])[O:6][CH3:7])[cH:8][cH:9][c:10]([CH3:12])[n:11]1>>[O:1]([c:2]1[c:3]([C:4](=[O:5])[O:6][CH3:7])[cH:8][cH:9][c:10]([CH3:12])[n:11]1)[c:20]1[n:21][c:22]([O:28][CH3:29])[cH:23][c:24]([O:26][CH3:27])[n:25]1.